This data is from the Open Reaction Database (ORD), a public repository of structured organic reaction records. The task is: describe an organic reaction: reactants, conditions, products, and yield The reactants are COC(=O)c1cc(OCc2ccccc2)cc(Oc2ccc(C=O)cc2)c1, CC(C)=O, O. The product is COC(=O)c1cc(OCc2ccccc2)cc(Oc2ccc(C(=O)O)cc2)c1. As a reaction SMILES: [CH2:1]([c:2]1[cH:3][cH:4][cH:5][cH:6][cH:7]1)[O:8][c:9]1[cH:10][c:11]([C:12](=[O:13])[O:14][CH3:15])[cH:16][c:17]([O:19][c:20]2[cH:21][cH:22][c:23]([CH:26]=[O:27])[cH:24][cH:25]2)[cH:18]1.[CH3:28][C:29]([CH3:30])=[O:31].[OH2:32]>>[CH2:1]([c:2]1[cH:3][cH:4][cH:5][cH:6][cH:7]1)[O:8][c:9]1[cH:10][c:11]([C:12](=[O:13])[O:14][CH3:15])[cH:16][c:17]([O:19][c:20]2[cH:21][cH:22][c:23]([C:26](=[O:27])[OH:31])[cH:24][cH:25]2)[cH:18]1. The reactants are COC(=O)c1ccc(Br)c(F)c1, CC1COC(=O)N1. Reaction SMILES: [Br:1][c:2]1[c:3]([F:12])[cH:4][c:5]([C:6](=[O:7])[O:8][CH3:9])[cH:10][cH:11]1.[CH3:13][CH:14]1[NH:15][C:16](=[O:19])[O:17][CH2:18]1>>[c:2]1([N:15]2[CH:14]([CH3:13])[CH2:18][O:17][C:16]2=[O:19])[c:3]([F:12])[cH:4][c:5]([C:6](=[O:7])[O:8][CH3:9])[cH:10][cH:11]1. Yields the product COC(=O)c1ccc(N2C(=O)OCC2C)c(F)c1. Reactants: ClC(=O)OC=CCC (butenyl chloroformate), 4b, ClC=1C=C(C=CC1Cl)N1C(=NC(C1=O)=O)NC(=N)NC(C)C (N-[1-(3,4-dichlorophenyl)-4,5-dioxo-4,5-dihydro-1H-imidazol-2-yl]-N′-isopropylguanidine). The product is ClC=1C=C(C=CC1Cl)N1C(NC(C1=O)=O)=NC(=NC(=O)OCCC=C)NC(C)C (N-[1-(3,4-dichlorophenyl)-4,5-dioxo-imidazolidin-2-ylidene]-N′-isopropyl-N″-(3-butenyloxycarbonyl)guanidine), solid. The yield is 38.0%. Reaction SMILES: [Cl:1][C:2]1[CH:3]=[C:4]([N:9]2[C:13](=[O:14])[C:12](=[O:15])[N:11]=[C:10]2[NH:16][C:17]([NH:19][CH:20]([CH3:22])[CH3:21])=[NH:18])[CH:5]=[CH:6][C:7]=1[Cl:8].Cl[C:24]([O:26][CH:27]=[CH:28][CH2:29][CH3:30])=[O:25]>>[Cl:1][C:2]1[CH:3]=[C:4]([N:9]2[C:13](=[O:14])[C:12](=[O:15])[NH:11][C:10]2=[N:16][C:17]([NH:19][CH:20]([CH3:22])[CH3:21])=[N:18][C:24]([O:26][CH2:27][CH2:28][CH:29]=[CH2:30])=[O:25])[CH:5]=[CH:6][C:7]=1[Cl:8]. Procedure details: Compound 4g was prepared by the same method for preparation of 4b, using pure compound 4 (0.200 g, 585 mmol) and butenyl chloroformate as starting materials to yield compound 4g as a white color solid (98 mg, 38%). 1H NMR (300 MHz, CDCl3) δ 12.46 (s, 1H), 9.22 (s, 1H), 7.56–7.53 (m, 2H), 7.30–7.26 (dd, J=8.6 and 2.4 Hz, 1H), 5.85–5.72 (m, 1H), 5.20–5.13 (m, 2H), 4.29 (t, J=6.9 Hz, 2H), 4.16 (m, 1H), 2.47 (q, J=6.8 Hz, 2H), 1.24 (d, J=6.6 Hz, 6H); 13C NMR: δ170.76, 168.08, 159.19, 155.88, 153.96,... Reactants: CCOC(C)=O, CCOC(=O)C(CCC1CCCCC1)NC1COc2ccccc2N(CC(=O)OC(C)(C)C)C1=O, Cl. The product is CCOC(=O)C(CCC1CCCCC1)NC1COc2ccccc2N(CC(=O)O)C1=O. As a reaction SMILES: [C:36]([O:37][CH2:38][CH3:39])(=[O:40])[CH3:41].[CH2:1]([CH3:2])[O:3][C:4](=[O:5])[CH:6]([CH2:7][CH2:8][CH:9]1[CH2:10][CH2:11][CH2:12][CH2:13][CH2:14]1)[NH:15][CH:16]1[CH2:17][O:18][c:19]2[c:20]([cH:32][cH:33][cH:34][cH:35]2)[N:21]([CH2:24][C:25](=[O:26])[O:27][C:28]([CH3:29])([CH3:30])[CH3:31])[C:22]1=[O:23].[ClH:42]>>[CH2:1]([CH3:2])[O:3][C:4](=[O:5])[CH:6]([CH2:7][CH2:8][CH:9]1[CH2:10][CH2:11][CH2:12][CH2:13][CH2:14]1)[NH:15][CH:16]1[CH2:17][O:18][c:19]2[c:20]([cH:32][cH:33][cH:34][cH:35]2)[N:21]([CH2:24][C:25](=[O:26])[OH:27])[C:22]1=[O:23].